Dataset: the Open Reaction Database (ORD), a public repository of structured organic reaction records. Task: describe an organic reaction: reactants, conditions, products, and yield The reactants are COC=1C=C2N(C(C(=NC2=CC1)C(=O)OCC)=O)C (3,4-Dihydro-6-methoxy-4-methyl-3-oxo-2-quinoxalinecarboxylic acid, ethyl ester), [OH-].[Na+] (sodium hydroxide), Cl (hydrochloric acid). Product: COC=1C=C2N(C(C(=NC2=CC1)C(=O)O)=O)C (3,4-Dihydro-6-methoxy-4-methyl-3-oxo-2-quinoxalinecarboxylic acid). As a reaction SMILES: [CH3:1][O:2][C:3]1[CH:4]=[C:5]2[C:10](=[CH:11][CH:12]=1)[N:9]=[C:8]([C:13]([O:15]CC)=[O:14])[C:7](=[O:18])[N:6]2[CH3:19].[OH-].[Na+].Cl>>[CH3:1][O:2][C:3]1[CH:4]=[C:5]2[C:10](=[CH:11][CH:12]=1)[N:9]=[C:8]([C:13]([OH:15])=[O:14])[C:7](=[O:18])[N:6]2[CH3:19] |f:1.2|. Procedure: 3,4-Dihydro-6-methoxy-4-methyl-3-oxo-2-quinoxalinecarboxylic acid, ethyl ester (1.5 g) and aqueous sodium hydroxide (25 ml., 2N) were heated on a steam bath for 5 minutes. The solution was acidified with dilute hydrochloric acid to pH1 and the solid was collected and dried, m.p. 223° (d) (100%).